From a dataset of the Open Reaction Database (ORD), a public repository of structured organic reaction records. describe an organic reaction: reactants, conditions, products, and yield Starting materials: N/C=1/C\C(=C/C2=C(\N1)C=C(C=C2)Br)\C(=O)N(CCC)CCC ((1E,4E)-2-amino-8-bromo-N,N-dipropyl-3H-benzo[b]azepine-4-carboxamide), COC(=O)C1=CC=C(C=C1)B(O)O (4-(methoxycarbonyl)phenylboronic acid), C([O-])([O-])=O.[K+].[K+] (potassium carbonate), COC(=O)C1=CC=C(C=C1)B(O)O (4-(methoxycarbonyl)phenylboronic acid). The reagents and catalysts are C=1C=CC(=CC1)[P](C=2C=CC=CC2)(C=3C=CC=CC3)[Pd]([P](C=4C=CC=CC4)(C=5C=CC=CC5)C=6C=CC=CC6)([P](C=7C=CC=CC7)(C=8C=CC=CC8)C=9C=CC=CC9)[P](C=1C=CC=CC1)(C=1C=CC=CC1)C=1C=CC=CC1 (tetrakis(triphenylphosphine)palladium(0)). The solvent is C(C)#N (acetonitrile), CCOC(=O)C (EtOAc). Conditions: temperature 100 celsius. Yields the product N/C=1/C\C(=C/C2=C(\N1)C=C(C=C2)C=2C=C1COC(C1=CC2)=O)\C(=O)N(CCC)CCC ((1E,4E)-2-Amino-8-(1-oxo-1,3-dihydroisobenzofuran-5-yl)-N,N-dipropyl-3H-benzo[b]azepine-4-carboxamide). As a reaction SMILES: [CH3:1][O:2][C:3]([C:5]1[CH:10]=[CH:9][C:8](B(O)O)=[CH:7][CH:6]=1)=[O:4].[NH2:14][C:15]1[CH2:16][C:17]([C:27]([N:29]([CH2:33][CH2:34][CH3:35])[CH2:30][CH2:31][CH3:32])=[O:28])=[CH:18][C:19]2[CH:25]=[CH:24][C:23](Br)=[CH:22][C:20]=2[N:21]=1.C(=O)([O-])[O-].[K+].[K+]>C(#N)C.CCOC(C)=O.C1C=CC([P]([Pd]([P](C2C=CC=CC=2)(C2C=CC=CC=2)C2C=CC=CC=2)([P](C2C=CC=CC=2)(C2C=CC=CC=2)C2C=CC=CC=2)[P](C2C=CC=CC=2)(C2C=CC=CC=2)C2C=CC=CC=2)(C2C=CC=CC=2)C2C=CC=CC=2)=CC=1>[NH2:14][C:15]1[CH2:16][C:17]([C:27]([N:29]([CH2:33][CH2:34][CH3:35])[CH2:30][CH2:31][CH3:32])=[O:28])=[CH:18][C:19]2[CH:25]=[CH:24][C:23]([C:8]3[CH:7]=[C:6]4[C:5](=[CH:10][CH:9]=3)[C:3](=[O:4])[O:2][CH2:1]4)=[CH:22][C:20]=2[N:21]=1 |f:2.3.4,^1:54,56,75,94|. Reported procedure: (1E,4E)-2-Amino-8-(1-oxo-1,3-dihydroisobenzofuran-5-yl)-N,N-dipropyl-3H-benzo[b]azepine-4-carboxamide was prepared as follows, substituting 5-(4,4,5,5-tetramethyl-1,3,2-dioxaborolan-2-yl)isobenzofuran-1(3H)-one for 4-(methoxycarbonyl)phenylboronic acid. (1E,4E)-2-amino-8-bromo-N,N-dipropyl-3H-benzo[b]azepine-4-carboxamide (75.0 mgs, 0.206 mmol), 4-(methoxycarbonyl)phenylboronic acid (55.6 mgs, 0.309 mmol, tetrakis(triphenylphosphine)palladium(0) (23.8 mgs, 0.021 mmol), 2M aqueous potassium carbo... The reactants are C1=C(C=CC2=CC=CC=C12)C1=CC2=C(N=CN=C2O)N1 (6-(naphth-2-yl)-7H-pyrrolo[2,3-d]-pyrimidin-4-ol), P(=O)(Cl)(Cl)Cl (phosphorus oxychloride), ice water. Conditions: time 5 hour. The product is ClC=1C2=C(N=CN1)NC(=C2)C2=CC1=CC=CC=C1C=C2 (4-Chloro-6-(naphth-2-yl)-7H-pyrrolo[2,3-d]pyrimidine). RXN SMILES: [CH:1]1[C:10]2[C:5](=[CH:6][CH:7]=[CH:8][CH:9]=2)[CH:4]=[CH:3][C:2]=1[C:11]1[NH:20][C:14]2[N:15]=[CH:16][N:17]=[C:18](O)[C:13]=2[CH:12]=1.P(Cl)(Cl)([Cl:23])=O>>[Cl:23][C:18]1[C:13]2[CH:12]=[C:11]([C:2]3[CH:3]=[CH:4][C:5]4[C:10](=[CH:9][CH:8]=[CH:7][CH:6]=4)[CH:1]=3)[NH:20][C:14]=2[N:15]=[CH:16][N:17]=1. Procedure details: Under a protective gas, 198.5 mg (0.76 mmol) of 6-(naphth-2-yl)-7H-pyrrolo[2,3-d]-pyrimidin-4-ol in 3 ml of phosphorus oxychloride are heated at boiling for 5 hours. The reaction mixture is poured into ice-water and stirred for 1 hour to complete the reaction. The crystals are filtered off and washed with water. Dissolving the crude product in THF/methanol, filtering through active carbon, concentrating the filtrate by evaporation, stirring the residue in isopropanol and washing with hexane yiel... The reactants are N=C(c1ccccc1)c1ccccc1, OC1(c2cccc(Br)c2)C2CCC1CN(Cc1ccccc1)C2, CC(C)(C)[O-], Cc1ccccc1, Cl, [Na+], [Pd], c1ccc(P(c2ccccc2)c2ccc3ccccc3c2-c2c(P(c3ccccc3)c3ccccc3)ccc3ccccc23)cc1. The product is Nc1cccc(C2(O)C3CCC2CN(Cc2ccccc2)C3)c1. Reaction SMILES: [C:24]([c:25]1[cH:26][cH:27][cH:28][cH:29][cH:30]1)([c:31]1[cH:32][cH:33][cH:34][cH:35][cH:36]1)=[NH:37].[CH2:1]([c:2]1[cH:3][cH:4][cH:5][cH:6][cH:7]1)[N:8]1[CH2:9][CH:10]2[CH2:11][CH2:12][CH:13]([CH2:14]1)[C:15]2([OH:16])[c:17]1[cH:18][c:19]([Br:23])[cH:20][cH:21][cH:22]1.[CH3:38][C:39]([CH3:40])([O-:41])[CH3:42].[CH3:91][c:92]1[cH:93][cH:94][cH:95][cH:96][cH:97]1.[ClH:90].[Na+:43].[Pd:98].[cH:44]1[cH:45][cH:46][c:47]([P:48]([c:49]2[cH:50][cH:51][c:52]3[c:53]([cH:54][cH:55][cH:56][cH:57]3)[c:58]2-[c:59]2[c:60]3[c:61]([cH:62][cH:63][cH:64][cH:65]3)[cH:66][cH:67][c:68]2[P:69]([c:70]2[cH:71][cH:72][cH:73][cH:74][cH:75]2)[c:76]2[cH:77][cH:78][cH:79][cH:80][cH:81]2)[c:82]2[cH:83][cH:84][cH:85][cH:86][cH:87]2)[cH:88][cH:89]1>>[CH2:1]([c:2]1[cH:3][cH:4][cH:5][cH:6][cH:7]1)[N:8]1[CH2:9][CH:10]2[CH2:11][CH2:12][CH:13]([CH2:14]1)[C:15]2([OH:16])[c:17]1[cH:18][c:19]([NH2:37])[cH:20][cH:21][cH:22]1.